The task is: describe an organic reaction: reactants, conditions, products, and yield. This data is from the Open Reaction Database (ORD), a public repository of structured organic reaction records. Starting materials: COc1cc(OC)nc(CCl)n1, COc1ncc(CCl)cn1, O=C1Nc2ccccc2C12COc1cc3c(cc12)OCCO3, O=C1Nc2ccccc2C12COc1cc3c(cc12)CCO3. The product is COc1cc(OC)nc(CN2C(=O)C3(COc4cc5c(cc43)OCCO5)c3ccccc32)n1. RXN SMILES: [Cl:44][CH2:45][c:46]1[n:47][c:48]([O:54][CH3:55])[cH:49][c:50]([O:52][CH3:53])[n:51]1.[Cl:56][CH2:57][c:58]1[cH:59][n:60][c:61]([O:62][CH3:63])[n:64][cH:65]1.[NH:1]1[C:2](=[O:22])[C:3]2([CH2:4][O:5][c:6]3[cH:7][c:8]4[c:9]([cH:14][c:15]32)[O:10][CH2:11][CH2:12][O:13]4)[c:16]2[cH:17][cH:18][cH:19][cH:20][c:21]21.[NH:23]1[c:24]2[c:25]([cH:26][cH:27][cH:28][cH:29]2)[C:30]2([CH2:31][O:32][c:33]3[cH:34][c:35]4[c:36]([cH:37][c:38]32)[CH2:39][CH2:40][O:41]4)[C:42]1=[O:43]>>[N:1]1([CH2:45][c:46]2[n:47][c:48]([O:54][CH3:55])[cH:49][c:50]([O:52][CH3:53])[n:51]2)[C:2](=[O:22])[C:3]2([CH2:4][O:5][c:6]3[cH:7][c:8]4[c:9]([cH:14][c:15]32)[O:10][CH2:11][CH2:12][O:13]4)[c:16]2[cH:17][cH:18][cH:19][cH:20][c:21]21. Conditions: time 3 hour. The reactants are Cl (HCl), C=1(C(=CC=CC1)C(=O)CN1C(C(CN(C2=C1C=C(C=C2)C)C(C2=CC=CS2)=O)NC(=O)NC2=CC(=C(C=C2)C)C(=O)OC)=O)C (1-[1-(2-toluoylmethyl)-2-oxo-5-(2-thenoyl)-8-methyl-1,3,4,5-tetrahydro-2H-1,5-benzodiazepin-3-yl]-3-(3-methoxycarbonyl-4-methylphenyl)urea), O.[OH-].[Li+] (lithium hydroxide hydrate), solution. Procedure details: 1-[1-(2-toluoylmethyl)-2-oxo-5-(2-thenoyl)-8-methyl-1,3,4,5-tetrahydro-2H-1,5-benzodiazepin-3-yl]-3-(3-methoxycarbonyl-4-methylphenyl)urea (0.70 g) was dissolved in a mixed solvent of tetrahydrofuran (10 ml) and methanol (10 ml), aqueous lithium hydroxide hydrate (0.23 g) solution (10 ml) was added, and the mixture was stirred at room temperature for 3 hours. The reaction mixture was acidified with 1N HCl and extracted with chloroform. The organic layer was washed with water and saturated brine,... Product: C=1(C(=CC=CC1)C(=O)CN1C(C(CN(C2=C1C=C(C=C2)C)C(C2=CC=CS2)=O)NC(NC=2C=CC(=C(C(=O)O)C2)C)=O)=O)C (5-[3-[1-(2-toluoylmethyl)-2-oxo-5-(2-thenoyl)-8-methyl-1,3,4,5-tetrahydro-2H-1,5-benzodiazepin-3-yl]ureido]-2-methylbenzoic acid). Reaction SMILES: [C:1]1([CH3:45])[C:2]([C:7]([CH2:9][N:10]2[C:16]3[CH:17]=[C:18]([CH3:21])[CH:19]=[CH:20][C:15]=3[N:14]([C:22](=[O:28])[C:23]3[S:27][CH:26]=[CH:25][CH:24]=3)[CH2:13][CH:12]([NH:29][C:30]([NH:32][C:33]3[CH:38]=[CH:37][C:36]([CH3:39])=[C:35]([C:40]([O:42]C)=[O:41])[CH:34]=3)=[O:31])[C:11]2=[O:44])=[O:8])=[CH:3][CH:4]=[CH:5][CH:6]=1.O.[OH-].[Li+].Cl>O1CCCC1.CO>[C:1]1([CH3:45])[C:2]([C:7]([CH2:9][N:10]2[C:16]3[CH:17]=[C:18]([CH3:21])[CH:19]=[CH:20][C:15]=3[N:14]([C:22](=[O:28])[C:23]3[S:27][CH:26]=[CH:25][CH:24]=3)[CH2:13][CH:12]([NH:29][C:30](=[O:31])[NH:32][C:33]3[CH:38]=[CH:37][C:36]([CH3:39])=[C:35]([CH:34]=3)[C:40]([OH:42])=[O:41])[C:11]2=[O:44])=[O:8])=[CH:3][CH:4]=[CH:5][CH:6]=1 |f:1.2.3|. The yield is 32.7%. Solvent: O1CCCC1 (tetrahydrofuran), CO (methanol). The reactants are C(C1=CC=CC=C1)N1C(SCC1)=NC#N (3-benzyl-2-cyanoiminothiazolidine), O.NN (hydrazine monohydrate). Yields the product NC1=NC(=NN1)N(CCS)CC1=CC=CC=C1 (5-amino-3-[N-(2-mercaptoethyl)benzylamino]-1,2,4-triazole). Reaction SMILES: [CH2:1]([N:8]1[CH2:12][CH2:11][S:10][C:9]1=[N:13][C:14]#[N:15])[C:2]1[CH:7]=[CH:6][CH:5]=[CH:4][CH:3]=1.O.[NH2:17][NH2:18]>>[NH2:15][C:14]1[NH:18][N:17]=[C:9]([N:8]([CH2:1][C:2]2[CH:3]=[CH:4][CH:5]=[CH:6][CH:7]=2)[CH2:12][CH2:11][SH:10])[N:13]=1 |f:1.2|. Procedure: A mixture of 1.84 g of 3-benzyl-2-cyanoiminothiazolidine and 10 ml of hydrazine monohydrate was heated at reflux under an algon atmosphere for an hour. After the reaction, the solvent was evaporated under reduced pressure, and the residue was recrystallized from ethanol to give 2 g of 5-amino-3-[N-(2-mercaptoethyl)benzylamino]-1,2,4-triazole (Compound 1).